Task: describe an organic reaction: reactants, conditions, products, and yield. Dataset: the Open Reaction Database (ORD), a public repository of structured organic reaction records Reactants: NC1=CC2=C(C(NC(CC2)=O)(C)C)C=C1 (7-amino-1,1-dimethyl-1,2,4,5-tetrahydrobenzo[c]azepin-3-one), ClC1=NC=C(C(=N1)NC1=C(C(=O)NC)C=CC=C1C)Cl (2-(2,5-dichloropyrimidin-4-ylamino)-N,3-dimethylbenzamide), C12(C(=O)CC(CC1)C2(C)C)CS(=O)(=O)O (camphorsulfonic acid). The solvent is C(C)(C)O (isopropanol). The product is NC(CCC=1C=C(C=CC1C(=C)C)NC1=NC=C(C(=N1)NC1=C(C(=O)NC)C=CC=C1C)Cl)=O (2-(2-(3-(3-amino-3-oxopropyl)-4-(prop-1-en-2-yl)phenylamino)-5-chloropyrimidin-4-ylamino)-N,3-dimethylbenzamide). As a reaction SMILES: [NH2:1][C:2]1[CH:15]=[CH:14][C:5]2[C:6]([CH3:13])([CH3:12])[NH:7][C:8](=[O:11])[CH2:9][CH2:10][C:4]=2[CH:3]=1.Cl[C:17]1[N:22]=[C:21]([NH:23][C:24]2[C:33]([CH3:34])=[CH:32][CH:31]=[CH:30][C:25]=2[C:26]([NH:28][CH3:29])=[O:27])[C:20]([Cl:35])=[CH:19][N:18]=1.C12(CS(O)(=O)=O)C(C)(C)C(CC1)CC2=O>C(O)(C)C>[NH2:7][C:8](=[O:11])[CH2:9][CH2:10][C:4]1[CH:3]=[C:2]([NH:1][C:17]2[N:22]=[C:21]([NH:23][C:24]3[C:33]([CH3:34])=[CH:32][CH:31]=[CH:30][C:25]=3[C:26]([NH:28][CH3:29])=[O:27])[C:20]([Cl:35])=[CH:19][N:18]=2)[CH:15]=[CH:14][C:5]=1[C:6]([CH3:13])=[CH2:12]. Procedure: A suspension of 7-amino-1,1-dimethyl-1,2,4,5-tetrahydrobenzo[c]azepin-3-one (46 mg), 2-(2,5-dichloropyrimidin-4-ylamino)-N,3-dimethylbenzamide (42 mg), and camphorsulfonic acid (40 μL of a 100 mg/mL aqueous solution) were heated in isopropanol (2 mL) for 4 hours at 120° C. using microwave irradiation. The solvent was evaporated to afford crude 2-(2-(3-(3-amino-3-oxopropyl)-4-(prop-1-en-2-yl)phenylamino)-5-chloropyrimidin-4-ylamino)-N,3-dimethylbenzamide. The crude mixture was dissolved in TFA an... Starting materials: COC1=CC=C(C=N1)[C@H](CO)O ((R)-1-(6-methoxypyridin-3-yl)ethane-1,2-diol), N1=CC=CC=C1 (pyridine), C1(=CC=C(C=C1)S(=O)(=O)Cl)C (p-toluenesulfonyl chloride). Run in C(Cl)Cl (CH2Cl2), C(Cl)Cl (CH2Cl2). Reaction conditions: time 24 hour. Yields the product CC1=CC=C(C=C1)S(=O)(=O)OC[C@@H](C=1C=NC(=CC1)OC)O ((R)-2-Hydroxy-2-(6-methoxypyridin-3-yl)ethyl 4-methylbenzenesulfonate). Yield: 116.0%. As a reaction SMILES: [CH3:1][O:2][C:3]1[N:8]=[CH:7][C:6]([C@@H:9]([OH:12])[CH2:10][OH:11])=[CH:5][CH:4]=1.N1C=CC=CC=1.[C:19]1([CH3:29])[CH:24]=[CH:23][C:22]([S:25](Cl)(=[O:27])=[O:26])=[CH:21][CH:20]=1>C(Cl)Cl>[CH3:29][C:19]1[CH:24]=[CH:23][C:22]([S:25]([O:11][CH2:10][C@H:9]([OH:12])[C:6]2[CH:7]=[N:8][C:3]([O:2][CH3:1])=[CH:4][CH:5]=2)(=[O:27])=[O:26])=[CH:21][CH:20]=1. Reported procedure: To a stirred solution of (R)-1-(6-methoxypyridin-3-yl)ethane-1,2-diol (2.7 g, 0.016 mol) and pyridine (10 mL) in CH2Cl2 (100 mL) at 0° C. was added p-toluenesulfonyl chloride (3.6 g, 0.019 mol) in small portions. The mixture was slowly warmed to rt and stirred for 24 h, and then diluted with CH2Cl2 (100 mL). The organic phase was washed with aq. NaHCO3, brine, dried (Na2SO4), and concentrated to give a solid (6.0 g). LC-MS: 324.0 [M+H]+. Starting materials: C(C)(C)(C)OC(C1=CC(=C(C=C1)C#CC1=CC=CC=C1)Cl)=O (3-chloro-4-phenylethynyl-benzoic acid tert-butyl ester), Cl.S1C(=CC=C1)CNN (thiophen-2-ylmethyl-hydrazine hydrochloride), C(=O)([O-])[O-].[Cs+].[Cs+] (Cs2CO3). The product is C(C)(C)(C)OC(=O)C=1C=CC2=C(N(N=C2C1)CC=1SC=CC1)CC1=CC=CC=C1 (3-Benzyl-2-thiophen-2-ylmethyl-2H-indazole-6-carboxylic acid tert-butyl ester). Yield: 36.0%. RXN SMILES: [C:1]([O:5][C:6](=[O:22])[C:7]1[CH:12]=[CH:11][C:10]([C:13]#[C:14][C:15]2[CH:20]=[CH:19][CH:18]=[CH:17][CH:16]=2)=[C:9](Cl)[CH:8]=1)([CH3:4])([CH3:3])[CH3:2].Cl.[S:24]1[CH:28]=[CH:27][CH:26]=[C:25]1[CH2:29][NH:30][NH2:31].C([O-])([O-])=O.[Cs+].[Cs+]>>[C:1]([O:5][C:6]([C:7]1[CH:12]=[CH:11][C:10]2[C:9]([CH:8]=1)=[N:31][N:30]([CH2:29][C:25]1[S:24][CH:28]=[CH:27][CH:26]=1)[C:13]=2[CH2:14][C:15]1[CH:20]=[CH:19][CH:18]=[CH:17][CH:16]=1)=[O:22])([CH3:4])([CH3:3])[CH3:2] |f:1.2,3.4.5|. Reported procedure: The reaction was performed according to example 1 using 156.4 mg 3-chloro-4-phenylethynyl-benzoic acid tert-butyl ester, 164.7 mg thiophen-2-ylmethyl-hydrazine hydrochloride (2.0 equiv.) and 488.7 mg Cs2CO3 (3.0 equiv.) with a reaction time of 5 hours at 110° C. This afforded 72.8 mg (36%) of the title compound. 1H-NMR (DMSO-d6) δ 1.56 (s, 9H), 4.58 (s, 2H), 5.86 (s, 2H), 6.93 (dd, 1H, J=5.1, 3.5 Hz), 7.04 (dd, 1H, J=3.5, 1.0 Hz), 7.16 (d, 2H, J=7.4 Hz), 7.20-7.29 (m, 3H), 7.42 (dd, 1H, J=8.8, 1... Starting materials: O (water), [OH-].[Na+] (sodium hydroxide), O (water), C(C1=CC=CC=C1)C1=NC(=CC=C1C#C[C@]1(CN2CCC1CC2)O)N2C[C@H]([C@@H](C2)OC)O ((3R)-3-[2-Benzyl-6-[(3R,4R)-3-hydroxy-4-methoxypyrrolidine-1-yl]-3-pyridyl)ethynyl-3-quinuclidinol), [H-].[Al+3].[Li+].[H-].[H-].[H-] (lithium aluminum hydride). Run in O1CCCC1 (tetrahydrofuran), C(C)OCC (ethyl ether). Yields the product C(C1=CC=CC=C1)C1=NC(=CC=C1/C=C/[C@]1(CN2CCC1CC2)O)N2C[C@H]([C@@H](C2)OC)O ((3R)-3-[(E)-2-[2-Benzyl-6-[(3R,4R)-3-hydroxy-4-methoxypyrrolidine-1-yl]-pyridyl]ethenyl]-3-quinuclidinol). Yield: 60.8%. As a reaction SMILES: [CH2:1]([C:8]1[C:13]([C:14]#[C:15][C@:16]2([OH:24])[CH:21]3[CH2:22][CH2:23][N:18]([CH2:19][CH2:20]3)[CH2:17]2)=[CH:12][CH:11]=[C:10]([N:25]2[CH2:29][C@@H:28]([O:30][CH3:31])[C@H:27]([OH:32])[CH2:26]2)[N:9]=1)[C:2]1[CH:7]=[CH:6][CH:5]=[CH:4][CH:3]=1.[H-].[Al+3].[Li+].[H-].[H-].[H-].O.[OH-].[Na+]>C(OCC)C.O1CCCC1>[CH2:1]([C:8]1[C:13](/[CH:14]=[CH:15]/[C@:16]2([OH:24])[CH:21]3[CH2:20][CH2:19][N:18]([CH2:23][CH2:22]3)[CH2:17]2)=[CH:12][CH:11]=[C:10]([N:25]2[CH2:29][C@@H:28]([O:30][CH3:31])[C@H:27]([OH:32])[CH2:26]2)[N:9]=1)[C:2]1[CH:3]=[CH:4][CH:5]=[CH:6][CH:7]=1 |f:1.2.3.4.5.6,8.9|. Reported procedure: 270 mg of (3R)-3-[2-benzyl-6-[(3R,4R)-3-hydroxy-4-methoxypyrrolidine-1-yl]-3-pyridyl]ethynyl-3-quinuclidinol (Example 10) was dissolved in 10 ml of ethyl ether. 300 mg of lithium aluminum hydride was added thereto, followed by heating under reflux for 6 hours. While stirring in an ice-bath, 0.3 ml of water, 0.3 ml of an aqueous 5N sodium hydroxide solution, 1 ml of water and 10 ml of tetrahydrofuran were added thereto. The mixture was filtered, and the filtrate was concentrated. The residue was ... Reactants: CC(C)([O-])C.[K+] (potassium t-butoxide), ClC(=O)OCC (ethyl chloroformate), C(C1=CC=CC=C1)NC1=C(C(=NC(=C1)C(F)(F)F)Cl)[N+](=O)[O-] (Benzyl-(2-chloro-3-nitro-6-trifluoromethyl-pyridin-4-yl)-amine). Run in O1CCCC1 (tetrahydrofuran), CCCCC (n-pentane), O1CCCC1 (tetrahydrofuran), O1CCCC1 (tetrahydrofuran). Reaction conditions: temperature -5 celsius, time 1 hour. Product: C(C)OC(N(CC1=CC=CC=C1)C1=C(C(=NC(=C1)C(F)(F)F)Cl)[N+](=O)[O-])=O (ethyl-[2-chloro-3-nitro-6-(trifluoromethyl)-pyridin-4-yl]-benzylcarbamate). Yield: 91.8%. As a reaction SMILES: [CH2:1]([NH:8][C:9]1[CH:14]=[C:13]([C:15]([F:18])([F:17])[F:16])[N:12]=[C:11]([Cl:19])[C:10]=1[N+:20]([O-:22])=[O:21])[C:2]1[CH:7]=[CH:6][CH:5]=[CH:4][CH:3]=1.CC(C)([O-])C.[K+].Cl[C:30]([O:32][CH2:33][CH3:34])=[O:31]>O1CCCC1.CCCCC>[CH2:33]([O:32][C:30](=[O:31])[N:8]([C:9]1[CH:14]=[C:13]([C:15]([F:17])([F:18])[F:16])[N:12]=[C:11]([Cl:19])[C:10]=1[N+:20]([O-:22])=[O:21])[CH2:1][C:2]1[CH:3]=[CH:4][CH:5]=[CH:6][CH:7]=1)[CH3:34] |f:1.2|. Procedure details: Benzyl-(2-chloro-3-nitro-6-trifluoromethyl-pyridin-4-yl)-amine (57 gm 170 mmol) was dissolved in tetrahydrofuran (750 mL) and stirred under N2. Cooled in an ice/salt bath to −5° C. To this solution was added drop wise over a period of ˜30 minutes, a solution of potassium t-butoxide (21.2 gm, 189 mmol) in tetrahydrofuran (200 mL), maintaining the temperature between −5° and 0° C. to give a deep red reaction mixture. Stirred at this temperature for 15 minutes before the drop wise addition of a sol... Reactants: C(=O)(O)[O-].[Na+] (NaHCO3), NCCOC1=C(C#N)C=CC(=C1)CN1C=NC=C1CC=1C=CC(=NC1)N1C(C=CC(=C1)Cl)=O (2-(2-Amino-ethoxy)-4-[5-(5-chloro-2-oxo-2H-[1,2']bipyridinyl-5'-ylmethyl)-imidazol-1-ylmethyl]-benzonitrile), CCN(C(C)C)C(C)C (DIEA), C(C)(=O)OC(C)=O (acetic anhydride). Run in C(Cl)Cl (CH2Cl2). Conditions: time 2 hour. Yields the product ClC=1C=CC(N(C1)C1=NC=C(C=C1)CC1=CN=CN1CC=1C=CC(=C(OCCNC(C)=O)C1)C#N)=O (N-(2-{5-[5-(5-chloro-2-oxo-2H-[1,2']bipyridinyl-5'-ylmethyl)-imidazol-1-ylmethyl]-2-cyano-phenoxy}-ethyl)-acetamide). Reaction SMILES: [NH2:1][CH2:2][CH2:3][O:4][C:5]1[CH:12]=[C:11]([CH2:13][N:14]2[C:18]([CH2:19][C:20]3[CH:21]=[CH:22][C:23]([N:26]4[CH:31]=[C:30]([Cl:32])[CH:29]=[CH:28][C:27]4=[O:33])=[N:24][CH:25]=3)=[CH:17][N:16]=[CH:15]2)[CH:10]=[CH:9][C:6]=1[C:7]#[N:8].[C:34](OC(=O)C)(=[O:36])[CH3:35].CCN(C(C)C)C(C)C.C([O-])(O)=O.[Na+]>C(Cl)Cl>[Cl:32][C:30]1[CH:29]=[CH:28][C:27](=[O:33])[N:26]([C:23]2[CH:22]=[CH:21][C:20]([CH2:19][C:18]3[N:14]([CH2:13][C:11]4[CH:10]=[CH:9][C:6]([C:7]#[N:8])=[C:5]([CH:12]=4)[O:4][CH2:3][CH2:2][NH:1][C:34](=[O:36])[CH3:35])[CH:15]=[N:16][CH:17]=3)=[CH:25][N:24]=2)[CH:31]=1 |f:3.4|. Reported procedure: 2-(2-Amino-ethoxy)-4-[5-(5-chloro-2-oxo-2H-[1,2']bipyridinyl-5'-ylmethyl)-imidazol-1-ylmethyl]-benzonitrile (L-824,459, 50 mg, 0.11 mmol) was dissolved in CH2Cl2 (550 , μl) and treated with acetic anhydride (208 μl, 0.22 mmol). DIEA was then added until pH=7-8. The reaction mixture was stirred at room temp. for 2 hours. Saturated NaHCO3 was added (10 mL) and the solution was extracted with CH2Cl2 (2×10 mL). The organic layer was washed with brine, dried (MgSO4), filtered, and concentrated to yie... The reactants are [N+](=O)([O-])C1=C(C=O)C(=CC=C1)F (2-nitro-6-fluorobenzaldehyde), C(C)(C)N (isopropyl amine), Cl (HCl), [BH4-].[Na+] (NaBH4). The solvent is CO (methanol). Conditions: time 24 hour. The product is CC(C)NCC1=C(C=CC=C1F)[N+](=O)[O-] (N-(1-methylethyl)-(2-nitro-6-fluorophenyl)methylamine). As a reaction SMILES: [N+:1]([C:4]1[CH:11]=[CH:10][CH:9]=[C:8]([F:12])[C:5]=1[CH:6]=O)([O-:3])=[O:2].[CH:13]([NH2:16])([CH3:15])[CH3:14].[BH4-].[Na+].Cl>CO>[CH3:14][CH:13]([NH:16][CH2:6][C:5]1[C:8]([F:12])=[CH:9][CH:10]=[CH:11][C:4]=1[N+:1]([O-:3])=[O:2])[CH3:15] |f:2.3|. Procedure details: To a solution of 2-nitro-6-fluorobenzaldehyde(1.21 g, 7.16 mmol) in dry methanol (15 ml), was added isopropyl amine (1 ml, 11.4 mmol) and the mixture stirred for 24 hours at room temperature in argon atmosphere. Then NaBH4 (0.3 g, 7.9 mmol) was added and the reaction mixture was stirred for 36 hours. The suspension was neutralized by addition of HCl 5N, then was extracted with diethyl ether (1×100 ml) and dried over MgSO4 and evaporated at reduced pressure to afford N-(1-methylethyl)-(2-nitro-6-...